Dataset: the Open Reaction Database (ORD), a public repository of structured organic reaction records. Task: describe an organic reaction: reactants, conditions, products, and yield Starting materials: CC(C#N)(C[C@@]1(CCN(C(O1)=O)[C@@H](C)C1=CC=C(C=C1)B1OC(C(O1)(C)C)(C)C)C1=CC=CC=C1)C (2,2-dimethyl-3-((R)-2-oxo-6-phenyl-3-((S)-1-(4-(4,4,5,5-tetramethyl-1,3,2-dioxaborolan-2-yl)phenyl)ethyl)-1,3-oxazinan-6-yl)propanenitrile), ClC=1C=CC(NN1)=O (6-chloropyridazin-3-(2H)-one), C(=O)([O-])[O-].[Cs+].[Cs+] (Cs2CO3). Reagents/catalysts: Cl[Pd]([P](C1=CC=CC=C1)(C2=CC=CC=C2)C3=CC=CC=C3)([P](C4=CC=CC=C4)(C5=CC=CC=C5)C6=CC=CC=C6)Cl (Pd(Ph3P)2Cl2). Run in O1CCOCC1 (1,4-dioxane), O (water). Product: CC(C#N)(C[C@@]1(CCN(C(O1)=O)[C@@H](C)C1=CC=C(C=C1)C1=NNC(C=C1)=O)C1=CC=CC=C1)C (2,2-dimethyl-3-((R)-2-oxo-3-((S)-1-(4-(6-oxo-1,6-dihydropyridazin-3-yl)phenyl)ethyl)-6-phenyl-1,3-oxazinan-6-yl)propanenitrile). Yield: 13.4%. RXN SMILES: [CH3:1][C:2]([CH3:36])([CH2:5][C@@:6]1([C:30]2[CH:35]=[CH:34][CH:33]=[CH:32][CH:31]=2)[O:11][C:10](=[O:12])[N:9]([C@H:13]([C:15]2[CH:20]=[CH:19][C:18](B3OC(C)(C)C(C)(C)O3)=[CH:17][CH:16]=2)[CH3:14])[CH2:8][CH2:7]1)[C:3]#[N:4].Cl[C:38]1[CH:39]=[CH:40][C:41](=[O:44])[NH:42][N:43]=1.C([O-])([O-])=O.[Cs+].[Cs+]>O1CCOCC1.O.Cl[Pd](Cl)([P](C1C=CC=CC=1)(C1C=CC=CC=1)C1C=CC=CC=1)[P](C1C=CC=CC=1)(C1C=CC=CC=1)C1C=CC=CC=1>[CH3:1][C:2]([CH3:36])([CH2:5][C@@:6]1([C:30]2[CH:31]=[CH:32][CH:33]=[CH:34][CH:35]=2)[O:11][C:10](=[O:12])[N:9]([C@H:13]([C:15]2[CH:16]=[CH:17][C:18]([C:38]3[CH:39]=[CH:40][C:41](=[O:44])[NH:42][N:43]=3)=[CH:19][CH:20]=2)[CH3:14])[CH2:8][CH2:7]1)[C:3]#[N:4] |f:2.3.4,^1:60,79|. Procedure details: A mixture of 2,2-dimethyl-3-((R)-2-oxo-6-phenyl-3-((S)-1-(4-(4,4,5,5-tetramethyl-1,3,2-dioxaborolan-2-yl)phenyl)ethyl)-1,3-oxazinan-6-yl)propanenitrile (150 mg, 0.31 mmol), 6-chloropyridazin-3-(2H)-one (62 mg, 0.47 mmol), Pd(Ph3P)2Cl2 (15 mg), and aq. Cs2CO3 solution (2 mL, 2M) in 1,4-dioxane (10 mL) was stirred at reflux for 2 h. When the reaction was finished, the mixture was diluted with water, and extracted with EtOAc. The organic phase was washed with brine, dried over Na2SO4, filtered, and... Reactants: CC(CCN1C(=O)CCC2=C(C=CC=C12)OCC1CO1)C (1-(3-methylbutyl)-5-(2,3-epoxypropoxy)-3,4-dihydrocarbostyril), C1(=CC=CC=C1)N1CCNCC1 (4-phenylpiperazine), CO (methanol), C(C(=O)O)(=O)O (oxalic acid). The solvent is CC(=O)C (acetone), CC(=O)C (acetone). Product: C(C(=O)O)(=O)O.CC(CCN1C(=O)CCC2=C(C=CC=C12)OCC(CN1CCN(CC1)C1=CC=CC=C1)O)C (1-(3-methylbutyl)-5-[2-hydroxy-3-(4-phenylpiperazinyl)propoxy]-3,4-dihydrocarbostyril monooxalate). As a reaction SMILES: [CH3:1][CH:2]([CH3:21])[CH2:3][CH2:4][N:5]1[C:15]2[C:10](=[C:11]([O:16][CH2:17][CH:18]3[O:20][CH2:19]3)[CH:12]=[CH:13][CH:14]=2)[CH2:9][CH2:8][C:6]1=[O:7].[C:22]1([N:28]2[CH2:33][CH2:32][NH:31][CH2:30][CH2:29]2)[CH:27]=[CH:26][CH:25]=[CH:24][CH:23]=1.CO.[C:36]([OH:41])(=[O:40])[C:37]([OH:39])=[O:38]>CC(C)=O>[C:36]([OH:41])(=[O:40])[C:37]([OH:39])=[O:38].[CH3:1][CH:2]([CH3:21])[CH2:3][CH2:4][N:5]1[C:15]2[C:10](=[C:11]([O:16][CH2:17][CH:18]([OH:20])[CH2:19][N:31]3[CH2:32][CH2:33][N:28]([C:22]4[CH:27]=[CH:26][CH:25]=[CH:24][CH:23]=4)[CH2:29][CH2:30]3)[CH:12]=[CH:13][CH:14]=2)[CH2:9][CH2:8][C:6]1=[O:7] |f:5.6|. Reported procedure: 2.9 Grams of 1-(3-methylbutyl)-5-(2,3-epoxypropoxy)-3,4-dihydrocarbostyril and 1.7 g of 4-phenylpiperazine are mixed with 50 ml of methanol and reacted at 50°-60° C. for 3 hours. The reaction mixture is concentrated under reduced pressure and the residue thus obtained is dissolved in 50 ml of acetone. Into this solution, 20 ml of an acetone solution containing 1.1 g of oxalic acid are added, then the precipitate thus formed is collected by filtration, washed with acetone and dried. Recrystalliza...